This data is from the Open Reaction Database (ORD), a public repository of structured organic reaction records. The task is: describe an organic reaction: reactants, conditions, products, and yield Reactants: O (water), COC1=CC=C(C=O)C=C1 (p-methoxybenzaldehyde), ClC[C@H]1OC(OC1)(C)C ((4S)-4-(chloromethyl)-2,2-dimethyl-1,3-dioxolane), C([O-])([O-])=O.[K+].[K+] (potassium carbonate). Run in CN(C)C=O (DMF). Product: CC1(OC[C@H](O1)COC1=CC=C(C=C1)C=O)C (4-{[(4R)-2,2-Dimethyl-1,3-dioxolan-4-yl]methoxy}benzenecarbaldehyde). RXN SMILES: [CH3:1][O:2][C:3]1[CH:10]=[CH:9][C:6]([CH:7]=[O:8])=[CH:5][CH:4]=1.ClC[C@@H:13]1[CH2:17][O:16][C:15]([CH3:19])([CH3:18])[O:14]1.C(=O)([O-])[O-].[K+].[K+].O>CN(C=O)C>[CH3:18][C:15]1([CH3:19])[O:16][C@H:17]([CH2:1][O:2][C:3]2[CH:10]=[CH:9][C:6]([CH:7]=[O:8])=[CH:5][CH:4]=2)[CH2:13][O:14]1 |f:2.3.4|. Procedure details: 2 g (16.38 mmol) of p-methoxybenzaldehyde together with 3.7 g (24.57 mmol) of (4S)-4-(chloromethyl)-2,2-dimethyl-1,3-dioxolane and 15.8 g (114.64 mmol) of potassium carbonate are stirred in 10 ml of DMF at 130° C. overnight. The mixture is then added to water and extracted with methylene chloride. The organic phase is washed with saturated aqueous sodium chloride solution, dried over sodium sulphate and concentrated. The residue is purified on a silica gel column (mobile phase: cyclohexane/ethyl... The reactants are bis(tricyclohexylphosphine)benzylidine ruthenium, C(CCCC=C)OC(C1=C(C=C(C=C1OC)OC)OCCCCC=C)=O (2-hex-5-enyloxy-4,6-dimethoxy-benzoic acid hex-5-enyl ester). Solvent: ClCCl (dichloromethane), ClCCl (dichloromethane). Product: COC1=CC(=CC2=C1C(OCCCCC=CCCCCO2)=O)OC (1,3-dimethoxy-6,7,8,9,12,13,14,15-octahydro-5,16-dioxa-benzocyclopentadecen-17-one). Isolated yield 93.8%. RXN SMILES: [CH2:1]([O:7][C:8](=[O:26])[C:9]1[C:14]([O:15][CH3:16])=[CH:13][C:12]([O:17][CH3:18])=[CH:11][C:10]=1[O:19][CH2:20][CH2:21][CH2:22][CH2:23][CH:24]=[CH2:25])[CH2:2][CH2:3][CH2:4]C=C>ClCCl>[CH3:16][O:15][C:14]1[C:9]2[C:8](=[O:26])[O:7][CH2:1][CH2:2][CH2:3][CH2:4][CH:25]=[CH:24][CH2:23][CH2:22][CH2:21][CH2:20][O:19][C:10]=2[CH:11]=[C:12]([O:17][CH3:18])[CH:13]=1. Procedure: To a solution of bis(tricyclohexylphosphine)benzylidine ruthenium IV dichloride (39 mg, 0.045 mmol) in dichloromethane (150 ml) at reflux was transferred a solution of 2-hex-5-enyloxy-4,6-dimethoxy-benzoic acid hex-5-enyl ester (430 mg, 1.18 mmol) in dichloromethane (100 ml). After 5 hours at reflux, the solvent was removed and chromatography gave the 1,3-dimethoxy-6,7,8,9,12,13,14,15-octahydro-5,16-dioxa-benzocyclopentadecen-17-one (370 mg).